This data is from the Open Reaction Database (ORD), a public repository of structured organic reaction records. The task is: describe an organic reaction: reactants, conditions, products, and yield Starting materials: C(C1=CC=CC=C1)(=O)OC=1C(=NC(=NC1O)C1NCCC1)C(=O)OC (methyl 5-(benzoyloxy)-6-hydroxy-2-pyrrolidin-2-ylpyrimidine-4-carboxylate), FC1=CC=C(CN)C=C1 (4-fluorobenzylamine). Run in CO (MeOH). The product is FC1=CC=C(CNC(=O)C2=NC(=NC(=C2O)O)C2NCCC2)C=C1 (N-(4-fluorobenzyl)-5,6-dihydroxy-2-pyrrolidin-2-ylpyrimidine-4-carboxamide). Reaction SMILES: C([O:9][C:10]1[C:11]([C:22]([O:24]C)=O)=[N:12][C:13]([CH:17]2[CH2:21][CH2:20][CH2:19][NH:18]2)=[N:14][C:15]=1[OH:16])(=O)C1C=CC=CC=1.[F:26][C:27]1[CH:34]=[CH:33][C:30]([CH2:31][NH2:32])=[CH:29][CH:28]=1>CO>[F:26][C:27]1[CH:34]=[CH:33][C:30]([CH2:31][NH:32][C:22]([C:11]2[C:10]([OH:9])=[C:15]([OH:16])[N:14]=[C:13]([CH:17]3[CH2:21][CH2:20][CH2:19][NH:18]3)[N:12]=2)=[O:24])=[CH:29][CH:28]=1. Procedure: A solution of methyl 5-(benzoyloxy)-6-hydroxy-2-pyrrolidin-2-ylpyrimidine-4-carboxylate (C-16) (1.0 eq.) in MeOH was treated with 4-fluorobenzylamine (3.0 eq.). The solution was stirred at reflux until the starting material was consumed as determined by MS analysis. The reaction was concentrated and the product (C-17) was precipitated with MeOH and collected by filtration.